This data is from the Open Reaction Database (ORD), a public repository of structured organic reaction records. The task is: describe an organic reaction: reactants, conditions, products, and yield Starting materials: NC1=NNC=N1 (3-Amino-1,2,4-triazole), C(C)OC(C(C(=O)C)Cl)=O (ethyl-2-chloro-acetoacetate). Solvent: C(C)(=O)O (acetic acid), CCOCC.CO (Et2O MeOH), CN(C)C=O (DMF), CS(=O)C (DMSO). Reaction conditions: time 15 minute. Yields the product ClC1=C(N2N=CN=C2N=C1C)O (5-Chloro-4-hydroxy-6-methyl-1,3,3a,7-tetraazaindene). Reaction SMILES: [NH2:1][C:2]1[N:6]=[CH:5][NH:4][N:3]=1.C([O:9][C:10](=O)[CH:11]([Cl:15])[C:12]([CH3:14])=O)C>C(O)(=O)C.CCOCC.CO.CN(C=O)C.CS(C)=O>[Cl:15][C:11]1[C:12]([CH3:14])=[N:1][C:2]2[N:3]([N:4]=[CH:5][N:6]=2)[C:10]=1[OH:9] |f:3.4|. Reported procedure: 3-Amino-1,2,4-triazole (4.2 g, 0.05 mol) and ethyl-2-chloro-acetoacetate (12.64 g, 0.0768 mol) were refluxed in acetic acid (15 ml) under a nitrogen atmosphere. The reaction mixture first turned into a clear yellow solution and after about 15 minutes a solid started precipitating. Reflux continued for one hour. The crude product was filtered off, washed with hot methanol (2×10 ml), and dried in an oven at 90° C. to give 5.9 g (64%) of pure TAI-3. TLC (in Et2O/MeOH, 70:30 v/v) showed only one spo... Reactants: ClC1=NC=C(C(=N1)Cl)F (2,4-Dichloro-5-fluoropyrimidine), C(C)(=O)O (acetic acid). The solvent is Cl (HCl). Reaction conditions: temperature 100 celsius. The product is ClC1=NC=C(C(=N1)CC)F (2-Chloro-4-ethyl-5-fluoropyrimidine). Reaction SMILES: [Cl:1][C:2]1[N:7]=[C:6](Cl)[C:5]([F:9])=[CH:4][N:3]=1.[C:10](O)(=O)[CH3:11]>Cl>[Cl:1][C:2]1[N:7]=[C:6]([CH2:10][CH3:11])[C:5]([F:9])=[CH:4][N:3]=1. Procedure details: The product of part (i) (3.2 g) was dissolved in acetic acid (25 ml) and diluted with 5N HCl (10 ml). After heating the mixture at 100° C. for 16 hours the mixture was cooled and partitioned between water (30 ml) and dichloromethane (45 ml). The dichloromethane layer was separated, dried and concentrated under reduced pressure to give an oil. The title compound was isolated by chromatography on silica gel using dichloromethane as the eluent. The product was characterised by 1 H-NMR and mass spec... Starting materials: C[Al]1OCCCC1 (methylalumoxane), [AlH]1OCCCC1 (alumoxane), [Ni].C(C)C(C(=O)[O-])CCCC (nickel 2-ethylhexanoate), [Ni].C(C)C(C(=O)[O-])CCCC (nickel 2-ethylhexanoate), C(C)[Al](CC)CC (triethyl aluminum). Run in C1CCCCC1 (cyclohexane). Product: [AlH]1OCCCC1.[Ni].C(C)C(C(=O)[O-])CCCC (alumoxane nickel 2-ethylhexanoate). Reaction SMILES: C[Al:2]1[CH2:7][CH2:6][CH2:5][CH2:4][O:3]1.[Ni:8].[CH2:9]([CH:11]([CH2:15][CH2:16][CH2:17][CH3:18])[C:12]([O-:14])=[O:13])[CH3:10].C([Al](CC)CC)C.[AlH]1CCCCO1>C1CCCCC1>[AlH:2]1[CH2:7][CH2:6][CH2:5][CH2:4][O:3]1.[Ni:8].[CH2:9]([CH:11]([CH2:15][CH2:16][CH2:17][CH3:18])[C:12]([O-:14])=[O:13])[CH3:10] |f:1.2,6.7.8|. Reported procedure: In this Example, a hydrogenation catalyst was prepared by first combining a methylalumoxane with nickel-2-ethylhexanoate in cyclohexane at a temperature of 25° C. and then adding triethyl aluminum. In preparing the catalyst in this Example, the amount of alumoxane combined with nickel-2-ethylhexanoate was sufficient to provide an alumoxane-nickel-2-ethylhexanoate mixture having an Al:Ni atomic ratio of 3:1. The contacting of the nickel-2-ethylhexanoate was continued for 30 minutes before the tri... Reactants: FC1=C(N)C=CC(=C1)F (2,4-difluoroaniline), S(O)(O)(=O)=O (sulfuric acid), [N+](=O)(O)[O-] (nitric acid). Conditions: temperature 5 celsius, time 30 minute. Yields the product FC1=C(N)C=C(C(=C1)F)[N+](=O)[O-] (2,4-difluoro-5-nitroaniline). Isolated yield 69.3%. As a reaction SMILES: [F:1][C:2]1[CH:8]=[C:7]([F:9])[CH:6]=[CH:5][C:3]=1[NH2:4].S(=O)(=O)(O)O.[N+:15]([O-])([OH:17])=[O:16]>>[F:1][C:2]1[CH:8]=[C:7]([F:9])[C:6]([N+:15]([O-:17])=[O:16])=[CH:5][C:3]=1[NH2:4]. Procedure: To a solution of 2,4-difluoroaniline (0.394 mL, 3.87 mmol) in concentrated sulfuric acid (5 mL, 94 mmol) at 0° C. was added drop wise nitric acid (0.272 mL, 375 mg, 3.87 mmol) in 20 min. The reaction was stirred under 5° C. for 30 min. The reaction mixture was poured in ice cold water and extracted with ether. Organic layer was washed with saturated NaHCO3 solution, dried and evaporated to give 2,4-difluoro-5-nitroaniline 71 (467 mg, 69.3%). NMR (400 MHz, CDCl3) 3.91 (br s, 2H), 6.98 (t, J=10.2 ...